From a dataset of the Open Reaction Database (ORD), a public repository of structured organic reaction records. describe an organic reaction: reactants, conditions, products, and yield Reactants: O=C(O)CCCBr, Cc1ccccc1, O, OCC(Cl)(Cl)Cl, Cc1ccc(S(=O)(=O)O)cc1. Product: O=C(CCCBr)OCC(Cl)(Cl)Cl. Reaction SMILES: [Br:1][CH2:2][CH2:3][CH2:4][C:5](=[O:6])[OH:7].[CH3:26][c:27]1[cH:28][cH:29][cH:30][cH:31][cH:32]1.[OH2:14].[OH:8][CH2:9][C:10]([Cl:11])([Cl:12])[Cl:13].[c:15]1([CH3:16])[cH:17][cH:18][c:19]([S:20]([OH:21])(=[O:22])=[O:23])[cH:24][cH:25]1>>[Br:1][CH2:2][CH2:3][CH2:4][C:5](=[O:6])[O:7][CH2:9][C:10]([Cl:11])([Cl:12])[Cl:13]. Product: CSc1cc2c(c(C(C)(C)CC3(C(F)(F)F)CO3)c1)OCC2. As a reaction SMILES: [CH3:2][S+:3]([CH3:4])([CH3:5])=[O:6].[CH3:31][S:32]([CH3:33])=[O:34].[F:9][C:10]([C:11]([CH2:12][C:13]([CH3:14])([c:15]1[cH:16][c:17]([S:24][CH3:25])[cH:18][c:19]2[c:23]1[O:22][CH2:21][CH2:20]2)[CH3:26])=[O:27])([F:28])[F:29].[H-:7].[I-:1].[Na+:8].[OH2:30]>>[CH2:2]1[C:11]([C:10]([F:9])([F:28])[F:29])([CH2:12][C:13]([CH3:14])([c:15]2[cH:16][c:17]([S:24][CH3:25])[cH:18][c:19]3[c:23]2[O:22][CH2:21][CH2:20]3)[CH3:26])[O:27]1. The reactants are C[S+](C)(C)=O, CS(C)=O, CSc1cc2c(c(C(C)(C)CC(=O)C(F)(F)F)c1)OCC2, [H-], [I-], [Na+], O. Product: O=C(NC(CCCCNS(=O)(=O)c1cccc2cccnc12)C(=O)O)OCC1c2ccccc2-c2ccccc21. RXN SMILES: [cH:1]1[cH:2][cH:3][cH:4][c:5]2[c:13]1[CH:12]([CH2:14][O:15][C:16](=[O:17])[NH:18][CH:19]([CH2:20][CH2:21][CH2:22][CH2:23][NH2:24])[C:25](=[O:26])[OH:27])[c:11]1[c:6]-2[cH:7][cH:8][cH:9][cH:10]1.[n:28]1[cH:29][cH:30][cH:31][c:32]2[cH:33][cH:34][cH:35][c:36]([S:38](=[O:39])(=[O:40])[Cl:41])[c:37]12>>[cH:1]1[cH:2][cH:3][cH:4][c:5]2[c:13]1[CH:12]([CH2:14][O:15][C:16](=[O:17])[NH:18][CH:19]([CH2:20][CH2:21][CH2:22][CH2:23][NH:24][S:38]([c:36]1[cH:35][cH:34][cH:33][c:32]3[cH:31][cH:30][cH:29][n:28][c:37]31)(=[O:39])=[O:40])[C:25](=[O:26])[OH:27])[c:11]1[c:6]-2[cH:7][cH:8][cH:9][cH:10]1. The reactants are NCCCCC(NC(=O)OCC1c2ccccc2-c2ccccc21)C(=O)O, O=S(=O)(Cl)c1cccc2cccnc12. The reactants are C(C)(=O)OC1=C(C=C(C=C1)[N+](=O)[O-])OC (4-acetoxy-3-methoxynitrobenzene). The reagents and catalysts are [Pd] (palladium-on-charcoal). Run in C(C)O (ethanol). Reaction conditions: time 1.5 hour. Product: C(C)(=O)OC1=C(C=C(N)C=C1)OC (4-acetoxy-3-methoxyaniline). Yield: 95.5%. Reaction SMILES: [C:1]([O:4][C:5]1[CH:10]=[CH:9][C:8]([N+:11]([O-])=O)=[CH:7][C:6]=1[O:14][CH3:15])(=[O:3])[CH3:2]>C(O)C.[Pd]>[C:1]([O:4][C:5]1[CH:10]=[CH:9][C:8]([NH2:11])=[CH:7][C:6]=1[O:14][CH3:15])(=[O:3])[CH3:2]. Procedure details: A solution of 4-acetoxy-3-methoxynitrobenzene (8.5 g, 40 mmol) in ethanol (175 ml) containing 10% palladium-on-charcoal catalyst (50% in water, 0.5 g) was stirred under hydrogen at atmospheric pressure for 1.5 hours. The catalyst was removed by filtration and the volatiles were removed by evaporation to give 4-acetoxy-3-methoxyaniline as an oil (6.92 g, 95%).